describe an organic reaction: reactants, conditions, products, and yield From a dataset of the Open Reaction Database (ORD), a public repository of structured organic reaction records. Reactants: CO, Cl, [Li+], COC(=O)C1CCCCN1C(=O)C(=O)c1cccs1, [OH-]. Yields the product O=C(C(=O)N1CCCCC1C(=O)O)c1cccs1. Reaction SMILES: [CH3:23][OH:24].[ClH:22].[Li+:21].[O:1]=[C:2]([C:3]([c:4]1[s:5][cH:6][cH:7][cH:8]1)=[O:9])[N:10]1[CH:11]([C:16](=[O:17])[O:18][CH3:19])[CH2:12][CH2:13][CH2:14][CH2:15]1.[OH-:20]>>[O:1]=[C:2]([C:3]([c:4]1[s:5][cH:6][cH:7][cH:8]1)=[O:9])[N:10]1[CH:11]([C:16](=[O:17])[OH:18])[CH2:12][CH2:13][CH2:14][CH2:15]1. Reactants: ClC1=C2C(N(C(=NC2=CC=C1)CCl)C1=C(C=CC=C1)OC)=O (5-Chloro-2-chloromethyl-3-(2-methoxyphenyl)-3H-quinazolin-4-one), O.SC1=C2NC=NC2=NC=N1 (6-mercaptopurine monohydrate), C(=O)([O-])[O-].[K+].[K+] (K2CO3). Solvent: CN(C)C=O (DMF). Yields the product C1(=C(C=CC=C1)N1C(=NC2=CC=CC(=C2C1=O)Cl)CSC1=C2N=CNC2=NC=N1)C1=CC=CC=C1 (3-Biphenyl-2-yl-5-chloro-2-(9H-purin-6-ylsulfanylmethyl)-3H-quinazolin-4-one). Isolated yield 168.3%. As a reaction SMILES: [Cl:1][C:2]1[CH:11]=[CH:10][CH:9]=[C:8]2[C:3]=1[C:4](=[O:22])[N:5]([C:14]1[CH:19]=[CH:18][CH:17]=[CH:16][C:15]=1OC)[C:6]([CH2:12]Cl)=[N:7]2.O.[SH:24][C:25]1[N:33]=[CH:32][N:31]=[C:30]2[C:26]=1[NH:27][CH:28]=[N:29]2.C([O-])([O-])=O.[K+].[K+]>CN(C=O)C>[C:15]1([C:2]2[CH:11]=[CH:10][CH:9]=[CH:8][CH:3]=2)[CH:16]=[CH:17][CH:18]=[CH:19][C:14]=1[N:5]1[C:4](=[O:22])[C:3]2[C:8](=[CH:9][CH:10]=[CH:11][C:2]=2[Cl:1])[N:7]=[C:6]1[CH2:12][S:24][C:25]1[N:33]=[CH:32][N:31]=[C:30]2[C:26]=1[N:27]=[CH:28][NH:29]2 |f:1.2,3.4.5|. Procedure details: Prepared according to Procedure C using Intermediate 21 (400 mg, 1.05 mmol), 6-mercaptopurine monohydrate (196 mg, 1.15 mmol), K2CO3 (159 mg, 1.15 mmol), and DMF (5 mL). The crude product was chromatographed in MeOH/CH2Cl2 and subsequently recrystallized from EtOH to provide 439 mg of a pale yellow crystalline solid (84%), mp 222.0-222.5° C. (dec). 1H NMR (DMSO-d6) δ: 13.56 (br s, 1H); 8.55 (s, 1H); 8.45 (s, 1H); 7.73 (t, J=8.0 Hz, 1H); 7.64 (d, J=7.7 Hz, 1H); 7.50-7.59 (m, 4H); 7.41-7.48 (m, 1H...